This data is from the Open Reaction Database (ORD), a public repository of structured organic reaction records. The task is: describe an organic reaction: reactants, conditions, products, and yield Reactants: CC(C)=O, [Na+], C=C(C)C(C(=O)OCc1ccccc1)N1C(=O)C(NC(=O)COc2ccccc2)C1SSc1nc2cc(OC)ccc2s1, N#CS(=O)(=O)c1ccccc1, O=S([O-])c1ccccc1. Yields the product C=C(C)C(C(=O)OCc1ccccc1)N1C(=O)C(NC(=O)COc2ccccc2)C1SS(=O)(=O)c1ccccc1. Reaction SMILES: [CH3:65][C:66](=[O:67])[CH3:68].[Na+:64].[O:1]([c:2]1[cH:3][cH:4][cH:5][cH:6][cH:7]1)[CH2:8][C:9](=[O:10])[NH:11][CH:12]1[C:13](=[O:43])[N:14]([CH:29]([C:30](=[O:31])[O:32][CH2:33][c:34]2[cH:35][cH:36][cH:37][cH:38][cH:39]2)[C:40](=[CH2:41])[CH3:42])[CH:15]1[S:16][S:17][c:18]1[s:19][c:20]2[cH:21][cH:22][c:23]([O:24][CH3:25])[cH:26][c:27]2[n:28]1.[c:44]1([S:50](=[O:51])(=[O:52])[C:53]#[N:54])[cH:45][cH:46][cH:47][cH:48][cH:49]1.[c:55]1([S:56]([O-:57])=[O:58])[cH:59][cH:60][cH:61][cH:62][cH:63]1>>[O:1]([c:2]1[cH:3][cH:4][cH:5][cH:6][cH:7]1)[CH2:8][C:9](=[O:10])[NH:11][CH:12]1[C:13](=[O:43])[N:14]([CH:29]([C:30](=[O:31])[O:32][CH2:33][c:34]2[cH:35][cH:36][cH:37][cH:38][cH:39]2)[C:40](=[CH2:41])[CH3:42])[CH:15]1[S:16][S:50]([c:44]1[cH:45][cH:46][cH:47][cH:48][cH:49]1)(=[O:51])=[O:52]. Starting materials: ClC=1C=C(CC(C(=O)OC(C)(C)C)C(=O)C)C=CC1Cl (tert-butyl 2-(3,4-dichlorobenzyl)acetoacetate), [OH-].[Na+] (sodium hydroxide), OO (hydrogen peroxide), C(C)(CC)[BH-](C(C)CC)C(C)CC.[Li+] (lithium tri-sec-butylborohydride). The solvent is CCCCCC (hexane), O1CCCC1 (tetrahydrofuran), O (water), O1CCCC1 (tetrahydrofuran). Conditions: temperature -70 celsius. Yields the product ClC=1C=C(CC(C(=O)OC(C)(C)C)C(C)O)C=CC1Cl (tert-butyl (2RS, 3RS)-2-(3,4-dichlorobenzyl)-3-hydroxybutanoate). The yield is 35.9%. As a reaction SMILES: [Cl:1][C:2]1[CH:3]=[C:4]([CH:17]=[CH:18][C:19]=1[Cl:20])[CH2:5][CH:6]([C:14]([CH3:16])=[O:15])[C:7]([O:9][C:10]([CH3:13])([CH3:12])[CH3:11])=[O:8].C([BH-](C(CC)C)C(CC)C)(CC)C.[Li+].[OH-].[Na+].OO>O1CCCC1.CCCCCC.O>[Cl:1][C:2]1[CH:3]=[C:4]([CH:17]=[CH:18][C:19]=1[Cl:20])[CH2:5][CH:6]([CH:14]([OH:15])[CH3:16])[C:7]([O:9][C:10]([CH3:13])([CH3:11])[CH3:12])=[O:8] |f:1.2,3.4|. Reported procedure: 10.5 g of tert-butyl 2-(3,4-dichlorobenzyl)acetoacetate (which was prepared by treating 3,4-dichlorobenzyl chloride and tert-butyl acetoacetate with potassium tert-butoxide in tert-butanol) was dissolved in 100 ml of tetrahydrofuran, and 45 ml of a 1M tetrahydrofuran solution of lithium tri-sec-butylborohydride was added thereto with stirring under cooling to -70° C. The mixture was stirred at the same temperature for 1 hour. Then, 20 ml of water and 15 ml of a 3N sodium hydroxide aqueous soluti... The reactants are CC1(C=2C=CC(=CC2C(CC1)(C)C)C(=O)Cl)C (5,6,7,8-tetrahydro-5,5,8,8-tetramethyl-2-naphthoyl chloride), OC1=C(C(=O)OC)C=CC(=C1)C#C[Si](C)(C)C (methyl 2-hydroxy-4-trimethylsilylethynylbenzoate), ester. Yields the product OC1=C(C(=O)OC)C=CC(=C1)C#CC(C1=CC=2C(CCC(C2C=C1)(C)C)(C)C)=O (methyl 2-hydroxy-4-[3-oxo-3-(5,6,7,8-tetrahydro-5,5,8,8-tetramethyl-2-naphthyl)-1-propynyl]benzoate). RXN SMILES: [CH3:1][C:2]1([CH3:17])[CH2:11][CH2:10][C:9]([CH3:13])([CH3:12])[C:8]2[CH:7]=[C:6]([C:14](Cl)=[O:15])[CH:5]=[CH:4][C:3]1=2.[OH:18][C:19]1[CH:28]=[C:27]([C:29]#[C:30][Si](C)(C)C)[CH:26]=[CH:25][C:20]=1[C:21]([O:23][CH3:24])=[O:22]>>[OH:18][C:19]1[CH:28]=[C:27]([C:29]#[C:30][C:14](=[O:15])[C:6]2[CH:5]=[CH:4][C:3]3[C:2]([CH3:17])([CH3:1])[CH2:11][CH2:10][C:9]([CH3:13])([CH3:12])[C:8]=3[CH:7]=2)[CH:26]=[CH:25][C:20]=1[C:21]([O:23][CH3:24])=[O:22]. Procedure: Following the basic procedure of Example 1(b), by reacting 2.4 g (0.01 mol) of 5,6,7,8-tetrahydro-5,5,8,8-tetramethyl-2-naphthoyl chloride with 2.5 g (0.01 mol) of methyl 2-hydroxy-4-trimethylsilylethynylbenzoate, 2.9 g (74%) of the expected ester, with a melting point of 189°-190° C., were recovered.